From a dataset of the Open Reaction Database (ORD), a public repository of structured organic reaction records. describe an organic reaction: reactants, conditions, products, and yield Starting materials: [OH-].[Na+] (sodium hydroxide), C1(=CC=CC=C1)C(C1=C(C2=CC=CC=C2C=C1)C1=C(C=CC2=CC=CC=C12)C([PH2]=O)(C1=CC=C(C=C1)N(C)C)C1=CC=CC=C1)([PH2]=O)C1=CC=C(C=C1)N(C)C (2,2'-bis(phenyl-4-dimethylaminophenyl-phosphinylmethyl)-1,1'-binaphthyl), C(CCC)N(CCCC)CCCC (tributylamine), C1(=CC=CC=C1)[SiH](Cl)Cl (phenyldichlorosilane). Reaction conditions: temperature 145 celsius. The product is C1(=CC=CC=C1)C(C1=C(C2=CC=CC=C2C=C1)C1=C(C=CC2=CC=CC=C12)C(P)(C1=CC=C(C=C1)N(C)C)C1=CC=CC=C1)(P)C1=CC=C(C=C1)N(C)C (2,2'-bis(phenyl-4-dimethylaminophenyl-phosphinomethyl)-1,1'-binaphthyl). Yield: 75.0%. Reaction SMILES: [C:1]1([C:7]([C:48]2[CH:53]=[CH:52][C:51]([N:54]([CH3:56])[CH3:55])=[CH:50][CH:49]=2)([PH2:46]=O)[C:8]2[CH:17]=[CH:16][C:15]3[C:10](=[CH:11][CH:12]=[CH:13][CH:14]=3)[C:9]=2[C:18]2[C:27]3[C:22](=[CH:23][CH:24]=[CH:25][CH:26]=3)[CH:21]=[CH:20][C:19]=2[C:28]([C:40]2[CH:45]=[CH:44][CH:43]=[CH:42][CH:41]=2)([C:31]2[CH:36]=[CH:35][C:34]([N:37]([CH3:39])[CH3:38])=[CH:33][CH:32]=2)[PH2:29]=O)[CH:6]=[CH:5][CH:4]=[CH:3][CH:2]=1.C(N(CCCC)CCCC)CCC.C1([SiH](Cl)Cl)C=CC=CC=1.[OH-].[Na+]>>[C:1]1([C:7]([C:48]2[CH:49]=[CH:50][C:51]([N:54]([CH3:56])[CH3:55])=[CH:52][CH:53]=2)([PH2:46])[C:8]2[CH:17]=[CH:16][C:15]3[C:10](=[CH:11][CH:12]=[CH:13][CH:14]=3)[C:9]=2[C:18]2[C:27]3[C:22](=[CH:23][CH:24]=[CH:25][CH:26]=3)[CH:21]=[CH:20][C:19]=2[C:28]([C:40]2[CH:41]=[CH:42][CH:43]=[CH:44][CH:45]=2)([C:31]2[CH:36]=[CH:35][C:34]([N:37]([CH3:39])[CH3:38])=[CH:33][CH:32]=2)[PH2:29])[CH:6]=[CH:5][CH:4]=[CH:3][CH:2]=1 |f:3.4|. Reported procedure: 19.87 g (25.8 mmol) of 2,2'-bis(phenyl-4-dimethylaminophenyl-phosphinylmethyl)-1,1'-binaphthyl and 15.5 ml (66 mmol) of tributylamine are initially charged in 80 ml of degassed, dry o-xylene in an argon atmosphere while stirring and 9.4 ml (65 mmol) of phenyldichlorosilane are added dropwise. The mixture is subsequently heated at 145° C. for 7 hours while stirring. The reaction mixture is cooled, admixed with 50 ml of degassed 32% strength sodium hydroxide solution and the phases are separated. ... The product is COC(=O)C1CC(=O)c2ccccc21. Reactants: CO, CCC(C)(C)O, O=C1CC(C(=O)O)c2ccccc21, O=S(=O)(O)O. Reaction SMILES: [CH3:19][OH:20].[CH3:21][CH2:22][C:23]([OH:24])([CH3:25])[CH3:26].[O:1]=[C:2]1[CH2:3][CH:4]([C:11](=[O:12])[OH:13])[c:5]2[cH:6][cH:7][cH:8][cH:9][c:10]21.[S:14](=[O:15])(=[O:16])([OH:17])[OH:18]>>[O:1]=[C:2]1[CH2:3][CH:4]([C:11]([O:12][CH3:19])=[O:13])[c:5]2[cH:6][cH:7][cH:8][cH:9][c:10]21. Run in N1=CC=CC=C1 (pyridine). Procedure: To a solution of Example 386A (50 mg, 0.158 mmol) in pyridine (2 mL) was added 2-naphthalenesulfonyl chloride (72 mg, 0.316 mmol) at rt. The formed yellow solution was stirred at rt for 15 h. Pyridine was removed by blowing with nitrogen and the residual yellow solid was purified by flash chromatography (30-60% EtOAc in hexane) to the desired product (81 mg, 100%). MS (DCI) m/z 506, 508 (M+1)+. Conditions: time 15 hour. The product is C(C)(C)(C)OC(NCCN(S(=O)(=O)C1=CC2=CC=CC=C2C=C1)C=1C=NC=C(C1)Br)=O ({2-[(5-Bromo-pyridin-3-yl)-(naphthalene-2-sulfonyl)-amino]-ethyl}-carbamic acid tert-Butyl ester). The reactants are C(C)(C)(C)OC(NCCNC=1C=NC=C(C1)Br)=O ([2-(5-Bromo-pyridin-3-ylamino)-ethyl]-carbamic acid tert-butyl ester), C1=C(C=CC2=CC=CC=C12)S(=O)(=O)Cl (2-naphthalenesulfonyl chloride). Reaction SMILES: [C:1]([O:5][C:6](=[O:18])[NH:7][CH2:8][CH2:9][NH:10][C:11]1[CH:12]=[N:13][CH:14]=[C:15]([Br:17])[CH:16]=1)([CH3:4])([CH3:3])[CH3:2].[CH:19]1[C:28]2[C:23](=[CH:24][CH:25]=[CH:26][CH:27]=2)[CH:22]=[CH:21][C:20]=1[S:29](Cl)(=[O:31])=[O:30]>N1C=CC=CC=1>[C:1]([O:5][C:6](=[O:18])[NH:7][CH2:8][CH2:9][N:10]([C:11]1[CH:12]=[N:13][CH:14]=[C:15]([Br:17])[CH:16]=1)[S:29]([C:20]1[CH:21]=[CH:22][C:23]2[C:28](=[CH:27][CH:26]=[CH:25][CH:24]=2)[CH:19]=1)(=[O:31])=[O:30])([CH3:4])([CH3:2])[CH3:3]. Reactants: ClC1=C(C(=O)O)C=C(C=C1)[N+](=O)[O-] (2-chloro-5-nitrobenzoic acid), C1(=CC=C(C=C1)N)N (1,4-phenylenediamine), C([O-])([O-])=O.[K+].[K+] (potassium carbonate), cupric sulfate. Reagents/catalysts: [Cu] (copper). Run in O (water). Conditions: time 5 hour. Product: NC1=CC=C(C=C1)NC1=C(C(=O)O)C=C(C=C1)[N+](=O)[O-] (2-(4-Amino-phenylamino)-5-nitrobenzoic acid). The yield is 64.2%. RXN SMILES: Cl[C:2]1[CH:10]=[CH:9][C:8]([N+:11]([O-:13])=[O:12])=[CH:7][C:3]=1[C:4]([OH:6])=[O:5].[C:14]1([NH2:21])[CH:19]=[CH:18][C:17]([NH2:20])=[CH:16][CH:15]=1.C(=O)([O-])[O-].[K+].[K+]>[Cu].O>[NH2:20][C:17]1[CH:18]=[CH:19][C:14]([NH:21][C:2]2[CH:10]=[CH:9][C:8]([N+:11]([O-:13])=[O:12])=[CH:7][C:3]=2[C:4]([OH:6])=[O:5])=[CH:15][CH:16]=1 |f:2.3.4|. Reported procedure: A mixture of 2-chloro-5-nitrobenzoic acid 9 (150 g, 0.744 mol), 1,4-phenylenediamine 8 (150.0 g, 1.387 mol), anhydrous potassium carbonate (309 g, 2.236 mol), copper powder (2.0 g, 31.5 mol), cupric sulfate (10 mg) and water (2.25 l) was heated to reflux with stirring for 5 hr. It was then filtered hot through a fluted paper and allowed to stand overnight at room temperature. The potassium salt of the product was collected on a glass sinter and washed with ice-cold water (2×250 mL) followed by i...